This data is from the Open Reaction Database (ORD), a public repository of structured organic reaction records. The task is: describe an organic reaction: reactants, conditions, products, and yield Starting materials: ClCCl, O=[N+]([O-])c1ccc(S(=O)(=O)Cl)c([N+](=O)[O-])c1, Cn1cc(N)cn1. Product: Cn1cc(NS(=O)(=O)c2ccc([N+](=O)[O-])cc2[N+](=O)[O-])cn1. RXN SMILES: [CH2:24]([Cl:25])[Cl:26].[N+:1](=[O:2])([O-:3])[c:4]1[c:5]([S:13](=[O:14])(=[O:15])[Cl:16])[cH:6][cH:7][c:8]([N+:10](=[O:11])[O-:12])[cH:9]1.[NH2:17][c:18]1[cH:19][n:20][n:21]([CH3:23])[cH:22]1>>[N+:1](=[O:2])([O-:3])[c:4]1[c:5]([S:13](=[O:14])(=[O:15])[NH:17][c:18]2[cH:19][n:20][n:21]([CH3:23])[cH:22]2)[cH:6][cH:7][c:8]([N+:10](=[O:11])[O-:12])[cH:9]1. Reactants: ClCCCOC1=CC=C(C=C1)C1=CC=C(C=C1)C(=O)N1[C@@H](CC[C@H]1C)C ((2R,5R)-1-{[4′-(3-chloropropoxy)[1,1′-biphenyl]-4-yl]carbonyl}-2,5-dimethylpyrrolidine), CC1CCNCC1 (4-methylpiperidine). Product: C[C@H]1N([C@@H](CC1)C)C(=O)C1=CC=C(C=C1)C1=CC=C(C=C1)OCCCN1CCC(CC1)C (1-{3-[(4′-{[(2R,5R)-2,5-dimethylpyrrolidinyl]carbonyl}[1,1′-biphenyl]-4-yl)oxy]propyl}-4-methylpiperidine). RXN SMILES: Cl[CH2:2][CH2:3][CH2:4][O:5][C:6]1[CH:11]=[CH:10][C:9]([C:12]2[CH:17]=[CH:16][C:15]([C:18]([N:20]3[C@H:24]([CH3:25])[CH2:23][CH2:22][C@H:21]3[CH3:26])=[O:19])=[CH:14][CH:13]=2)=[CH:8][CH:7]=1.[CH3:27][CH:28]1[CH2:33][CH2:32][NH:31][CH2:30][CH2:29]1>>[CH3:26][C@@H:21]1[CH2:22][CH2:23][C@@H:24]([CH3:25])[N:20]1[C:18]([C:15]1[CH:16]=[CH:17][C:12]([C:9]2[CH:10]=[CH:11][C:6]([O:5][CH2:4][CH2:3][CH2:2][N:31]3[CH2:32][CH2:33][CH:28]([CH3:27])[CH2:29][CH2:30]3)=[CH:7][CH:8]=2)=[CH:13][CH:14]=1)=[O:19]. Procedure details: The product from Example 4A and 4-methylpiperidine were processed as described in Example 10F to provide the title compound. The reactants are Cc1ccc([Mg]Br)cc1 (effective_coupling_partner), [H][C@]24CC[C@]1(C)[C@@H](OC)CC[C@]1([H])[C@]2([H])CCc3cc(OC)ccc34 (substrate). Reagents/catalysts: C1-CDC. Reaction conditions: temperature 100 celsius, time 12 hour. The product is [H][C@]25CC[C@]1(C)[C@@H](OC)CC[C@@]1([H])[C@]2([H])CCc4cc(c3ccc(C)cc3)ccc45.